Dataset: the Open Reaction Database (ORD), a public repository of structured organic reaction records. Task: describe an organic reaction: reactants, conditions, products, and yield The reactants are COC(NC(C(C)C)C(=O)N1C(CCC1)C=1NC(=CN1)C1=CC=C(C=C1)C1=CC2=CC=C(C=C2C=C1)C=1NC(=NC1)C1N(C2CCC1C2)C(C(CC#N)NC(=O)OC)=O)=O ([1-(2-{5-[4-(6-{2-[2-(3-Cyano-2-methoxycarbonylamino-propionyl)-2-aza-bicyclo[2.2.1]hept-3-yl]-3H-imidazol-4-yl}-naphthalen-2-yl)-phenyl]-1H-imidazol-2-yl}-pyrrolidine-1-carbonyl)-2-methyl-propyl]-carbamic acid methyl ester), COC(NC(C(C)C)C(=O)N1C(CCC1)C(NC=1C=C(C=CC1)C1=CC=C(C=C1)Cl)=O)=O ({1-[2-(4′-Chloro-biphenyl-3-ylcarbamoyl)-pyrrolidine-1-carbonyl]-2-methyl-propyl}-carbamic acid methyl ester), COC(=O)NC(C(=O)O)C(C)C (2-methoxycarbonylamino-3-methyl-butyric acid), COC(NC(C(C)C)C(=O)N1C(CCC1)C=1NC(=CN1)C1=CC2=CC=C(C=C2C=C1)B1OC(C(O1)(C)C)(C)C)=O ([2-methyl-1-(2-{5-[6-(4,4,5,5-tetramethyl-[1,3,2]dioxaborolan-2-yl)-naphthalen-2-yl]-1H-imidazol-2-yl}-pyrrolidine-1-carbonyl)-propyl]-carbamic acid methyl ester), C(C)(C)(C)OC(=O)N1C(CCC1)C(NC=1C=C(C=CC1)C1=CC=C(C=C1)Cl)=O (2-(4′-Chloro-biphenyl-3-ylcarbamoyl)-pyrrolidine-1-carboxylic acid tert-butyl ester), C(#N)CC(C(=O)O)NC(=O)OC (3-Cyano-2-methoxycarbonylamino-propionic acid), COC(NC(C(C)C)C(=O)N1C(CCC1)C=1NC(=CN1)C1=CC2=CC=C(C=C2C=C1)C1=CC=C(C=C1)C=1NC(=NC1)C1N(CCC1)C(C(C(C)C)NC(=O)OC)=O)=O ([1-(2-{5-[6-(4-{2-[1-(2-Methoxycarbonylamino-3-methyl-butyryl)-pyrrolidin-2-yl]-3H-imidazol-4-yl}-phenyl)-naphthalen-2-yl]-1H-imidazol-2-yl}-pyrrolidine-1-carbonyl)-2-methyl-propyl]-carbamic acid methyl ester). The product is COC(NC(CC#N)C(=O)N1C2CCC(C1C=1NC(=CN1)C1=CC3=CC=C(C=C3C=C1)B1OC(C(O1)(C)C)(C)C)C2)=O ([2-Cyano-1-(3-{5-[6-(4,4,5,5-tetramethyl-[1,3,2]dioxaborolan-2-yl)-naphthalen-2-yl]-1H-imidazol-2-yl}-2-aza-bicyclo[2.2.1]heptane-2-carbonyl)-ethyl]-carbamic acid methyl ester). As a reaction SMILES: [CH3:1][O:2][C:3](=[O:32])[NH:4][CH:5]([C:9]([N:11]1[CH2:15][CH2:14][CH2:13][CH:12]1[C:16](=O)[NH:17][C:18]1[CH:19]=C(C2C=CC(Cl)=CC=2)[CH:21]=[CH:22][CH:23]=1)=[O:10])C(C)C.C(OC(N1CCCC1C(=O)NC1C=[C:49]([C:53]2[CH:58]=[CH:57][C:56](Cl)=[CH:55][CH:54]=2)C=CC=1)=O)(C)(C)C.[C:61]([CH2:63]C(NC(OC)=O)C(O)=O)#[N:62].COC(N[CH:78](C(C)C)[C:79](O)=O)=O.COC(=O)[NH:88]C(C(N1CCCC1C1NC(C2C=CC(C3C=CC4C(=CC=C(C5NC(C6C7CC(CC7)N6C(=O)C(NC(OC)=O)CC#N)=NC=5)C=4)C=3)=CC=2)=CN=1)=O)C(C)C.COC(=O)NC(C(N1CCCC1C1NC(C2C=CC3C(=CC=C(C4C=CC(C5NC(C6CCCN6C(=O)C(NC(OC)=O)C(C)C)=NC=5)=CC=4)C=3)C=2)=CN=1)=O)C(C)C.COC(=O)NC(C(N1CCCC1C1NC(C2C=CC3C(=CC=C([B:233]4[O:237][C:236]([CH3:239])([CH3:238])[C:235]([CH3:241])([CH3:240])[O:234]4)C=3)C=2)=CN=1)=O)C(C)C>>[CH3:1][O:2][C:3](=[O:32])[NH:4][CH:5]([C:9]([N:11]1[CH:12]([C:16]2[NH:17][C:18]([C:23]3[CH:22]=[CH:21][C:54]4[C:53](=[CH:58][CH:57]=[C:56]([B:233]5[O:237][C:236]([CH3:239])([CH3:238])[C:235]([CH3:240])([CH3:241])[O:234]5)[CH:55]=4)[CH:49]=3)=[CH:19][N:88]=2)[CH:13]2[CH2:14][CH:15]1[CH2:78][CH2:79]2)=[O:10])[CH2:63][C:61]#[N:62]. Reported procedure: Title compound was prepared according to the method employed to prepare {1-[2-(4′-Chloro-biphenyl-3-ylcarbamoyl)-pyrrolidine-1-carbonyl]-2-methyl-propyl}-carbamic acid methyl ester (Example CX), substituting 3-{5-[6-(4,4,5,5-Tetramethyl-[1,3,2]dioxaborolan-2-yl)-naphthalen-2-yl]-1H-imidazol-2-yl}-2-aza-bicyclo[2.2.1]heptane-2-carboxylic acid tert-butyl ester for 2-(4′-Chloro-biphenyl-3-ylcarbamoyl)-pyrrolidine-1-carboxylic acid tert-butyl ester and 3-Cyano-2-methoxycarbonylamino-propionic acid f... The reactants are CSC(NN=CC=1N=C(NC1CCC)CC1=CC=CC=C1)=S (3-[(2-benzyl-5-n-propylimidazolyl)-methylene]dithiocarbazic acid methyl ester), CSC(NN=CC=1N=C(NC1C)CC1=CC=CC=C1)=S (3-[(2-benzyl-5-methylimidazolyl)methylene]dithiocarbazic acid methyl ester). Product: C(C1=CC=CC=C1)C1=NC(=C2N1C(NN=C2)=S)CCC (6-Benzyl-8-n-propyl-imidazo[1,5-d]-as-triazine-4-(3H)-thione). Reaction SMILES: C[S:2][C:3](=S)[NH:4][N:5]=[CH:6][C:7]1[N:8]=[C:9]([CH2:15][C:16]2[CH:21]=[CH:20][CH:19]=[CH:18][CH:17]=2)[NH:10][C:11]=1[CH2:12][CH2:13][CH3:14].CSC(=S)NN=CC1N=C(CC2C=CC=CC=2)NC=1C>>[CH2:15]([C:9]1[N:8]2[C:3](=[S:2])[NH:4][N:5]=[CH:6][C:7]2=[C:11]([CH2:12][CH2:13][CH3:14])[N:10]=1)[C:16]1[CH:21]=[CH:20][CH:19]=[CH:18][CH:17]=1. Reported procedure: The procedure of Example 65 is repeated substituting an equimolecular amount of 3-[(2-benzyl-5-n-propylimidazolyl)-methylene]dithiocarbazic acid methyl ester for the 3-[(2-benzyl-5-methylimidazolyl)methylene]dithiocarbazic acid methyl ester employed in that example. There is thus obtained the title compound in equally good yield. The reactants are C(C)OC(CC[C@@H]1N(C[C@@H](CC1)NC(=O)C1=NN(C2=CC=CC=C12)C(C)C)C(=O)OC(C)(C)C)=O (tert-Butyl cis-2-(3-ethoxy-3-oxopropyl)-5-{[(1-isopropyl-1H-indazol-3-yl)carbonyl]amino}piperidine-1-carboxylate), [BH4-].[Li+] (lithium borohydride). The solvent is O1CCCC1 (tetrahydrofuran). Reaction conditions: time 20 hour. The product is OCCC[C@@H]1N(C[C@@H](CC1)NC(=O)C1=NN(C2=CC=CC=C12)C(C)C)C(=O)OC(C)(C)C (tert-Butyl cis-2-(3-hydroxypropyl)-5-{[(1-isopropyl-1H-indazol-3-yl)carbonyl]amino}piperidine-1-carboxylate). As a reaction SMILES: C([O:3][C:4](=O)[CH2:5][CH2:6][C@H:7]1[CH2:12][CH2:11][C@@H:10]([NH:13][C:14]([C:16]2[C:24]3[C:19](=[CH:20][CH:21]=[CH:22][CH:23]=3)[N:18]([CH:25]([CH3:27])[CH3:26])[N:17]=2)=[O:15])[CH2:9][N:8]1[C:28]([O:30][C:31]([CH3:34])([CH3:33])[CH3:32])=[O:29])C.[BH4-].[Li+]>O1CCCC1>[OH:3][CH2:4][CH2:5][CH2:6][C@H:7]1[CH2:12][CH2:11][C@@H:10]([NH:13][C:14]([C:16]2[C:24]3[C:19](=[CH:20][CH:21]=[CH:22][CH:23]=3)[N:18]([CH:25]([CH3:27])[CH3:26])[N:17]=2)=[O:15])[CH2:9][N:8]1[C:28]([O:30][C:31]([CH3:33])([CH3:32])[CH3:34])=[O:29] |f:1.2|. Procedure details: To a stirred solution of tert-butyl cis-2-(3-ethoxy-3-oxopropyl)-5-{[(1-isopropyl-1H-indazol-3-yl) carbonyl]amino}piperidine-1-carboxylate (300 mg, 0.617 mmol, step 7 of Example 5) in tetrahydrofuran (7 mL) was added at 0° C. a solution of lithium borohydride (2M in tetrahydrofuran, 1.54 mL, 3.08 mmol), and the mixture was stirred at room temperature for 20 h. The mixture was quenched with water (20 mL), extracted with ethyl acetate (30 mL×3). The combined organic layer was washed with brine (20... Starting materials: CC=1C=CC2=C(N=C(S2)SCC(CCl)O)C1 (5-methyl-2-(3'-chloro-2'-hydroxypropylthio)benzothiazole), C(C)(C)(C)N (t-butylamine). Product: Cl.CC=1C=CC2=C(N=C(S2)SCC(CNC(C)(C)C)O)C1 (5-methyl-2-(3'-t-butylamino-2'-hydroxypropylthio)benzothiazole hydrochloride). As a reaction SMILES: [CH3:1][C:2]1[CH:3]=[CH:4][C:5]2[S:9][C:8]([S:10][CH2:11][CH:12]([OH:15])[CH2:13][Cl:14])=[N:7][C:6]=2[CH:16]=1.[C:17]([NH2:21])([CH3:20])([CH3:19])[CH3:18]>>[ClH:14].[CH3:1][C:2]1[CH:3]=[CH:4][C:5]2[S:9][C:8]([S:10][CH2:11][CH:12]([OH:15])[CH2:13][NH:21][C:17]([CH3:20])([CH3:19])[CH3:18])=[N:7][C:6]=2[CH:16]=1 |f:2.3|. Procedure: A mixture of 10 g. of 5-methyl-2-(3'-chloro-2'-hydroxypropylthio)benzothiazole and 20 ml. of t-butylamine was heated at 100°C. in a sealed tube for 4 hours, and dried in vacuo to give a yellow oil, which was purified by column chromatography on basic alumina and converted to its hydrochloride by a usual method. This hydrochloride was recrystallized from acetone-methanol to give needles of 5-methyl-2-(3'-t-butylamino-2'-hydroxypropylthio)benzothiazole hydrochloride, mp 152° - 155°C. The reactants are C(C)(=O)[O-].[Na+] (sodium acetate), C(C1=CC=CC=C1)(=O)C=1C(C=C(OC1)C(=O)OCC)=O (ethyl 5-benzoyl-4-oxo-4H-pyran-2-carboxylate), OO (Hydrogen peroxide). Solvent: CN(C=O)C (dimethylformamide), O (water). Run at time 1 hour. The product is epoxide, C(C1=CC=CC=C1)(=O)C12C(C=C(OC2O1)C(=O)OCC)=O (ethyl 6-benzoyl-5-oxo-2,7-dioxabicyclo-[4.1.0]hept-3-ene-3-carboxylate). Reaction SMILES: C([O-])(=[O:3])C.[Na+].[C:6]([C:14]1[C:15](=[O:25])[CH:16]=[C:17]([C:20]([O:22][CH2:23][CH3:24])=[O:21])[O:18][CH:19]=1)(=[O:13])[C:7]1[CH:12]=[CH:11][CH:10]=[CH:9][CH:8]=1.OO>CN(C)C=O.O>[C:6]([C:14]12[O:3][CH:19]1[O:18][C:17]([C:20]([O:22][CH2:23][CH3:24])=[O:21])=[CH:16][C:15]2=[O:25])(=[O:13])[C:7]1[CH:12]=[CH:11][CH:10]=[CH:9][CH:8]=1 |f:0.1|. Procedure: Solid sodium acetate (2.0 g) was added to a stirred solution of this ester (5.4 g) in dimethylformamide (80 ml) at 0°-5° C. 30% Hydrogen peroxide solution (10 ml) was added dropwise over 15 minutes and the mixture was stirred for a further 1 hour at 0°-5° C. then slowly diluted with water (240 ml). The solid product was dried and recrystallised from ether-petroleum ether 40°-60° C. to give the epoxide, ethyl 6-benzoyl-5-oxo-2,7-dioxabicyclo-[4.1.0]hept-3-ene-3-carboxylate (mp 96°-98° C.). Reactants: CCOC(=O)CCCCCNC(=O)Nc1cc(NC(=O)OCC[Si](C)(C)C)cc(C)c1-c1cccc(S(=O)(=O)c2cc(C(=N)NC(=O)OC(C)(C)C)sc2SC)c1, C1CCOC1, [Li+], [OH-], O. Product: CSc1sc(C(=N)NC(=O)OC(C)(C)C)cc1S(=O)(=O)c1cccc(-c2c(C)cc(NC(=O)OCC[Si](C)(C)C)cc2NC(=O)NCCCCCC(=O)O)c1. Reaction SMILES: [CH2:1]([CH3:2])[O:3][C:4]([CH2:5][CH2:6][CH2:7][CH2:8][CH2:9][NH:10][C:11](=[O:12])[NH:13][c:14]1[c:15](-[c:31]2[cH:32][c:33]([S:37](=[O:38])(=[O:39])[c:40]3[c:41]([S:55][CH3:56])[s:42][c:43]([C:45](=[NH:46])[NH:47][C:48](=[O:49])[O:50][C:51]([CH3:52])([CH3:53])[CH3:54])[cH:44]3)[cH:34][cH:35][cH:36]2)[c:16]([CH3:30])[cH:17][c:18]([NH:20][C:21](=[O:22])[O:23][CH2:24][CH2:25][Si:26]([CH3:27])([CH3:28])[CH3:29])[cH:19]1)=[O:57].[CH2:60]1[O:61][CH2:62][CH2:63][CH2:64]1.[Li+:59].[OH-:58].[OH2:65]>>[O:3]=[C:4]([CH2:5][CH2:6][CH2:7][CH2:8][CH2:9][NH:10][C:11](=[O:12])[NH:13][c:14]1[c:15](-[c:31]2[cH:32][c:33]([S:37](=[O:38])(=[O:39])[c:40]3[c:41]([S:55][CH3:56])[s:42][c:43]([C:45](=[NH:46])[NH:47][C:48](=[O:49])[O:50][C:51]([CH3:52])([CH3:53])[CH3:54])[cH:44]3)[cH:34][cH:35][cH:36]2)[c:16]([CH3:30])[cH:17][c:18]([NH:20][C:21](=[O:22])[O:23][CH2:24][CH2:25][Si:26]([CH3:27])([CH3:28])[CH3:29])[cH:19]1)[OH:57]. Starting materials: COC1(OC2CCC2O1)C (3-methoxy-3-methyl-2,4-dioxa-bicyclo[3,2,0]heptane), C[Si](Cl)(C)C (trimethylchlorosilane). Solvent: C(Cl)Cl (methylene chloride). Yields the product Cl[C@H]1[C@@H](CC1)OC(C)=O (trans-1-chloro-2-acetoxy-cyclobutane). The yield is 88.8%. As a reaction SMILES: C[O:2][C:3]1([CH3:10])O[CH:8]2[CH:5]([CH2:6][CH2:7]2)[O:4]1.C[Si](C)(C)[Cl:13]>C(Cl)Cl>[Cl:13][C@@H:8]1[CH2:7][CH2:6][C@H:5]1[O:4][C:3](=[O:2])[CH3:10]. Procedure: 14.4 g (0.1 mol) of 3-methoxy-3-methyl-2,4-dioxa-bicyclo[3,2,0]heptane (stereoisomer mixture) and 16.2 g (0.149 mol) of trimethylchlorosilane in 50 ml of methylene chloride are heated under reflux for 15 hours. Stripping off the solvent and fractional distillation of the residue gives 13.2 g (89%) of trans-1-chloro-2-acetoxy-cyclobutane. Boiling point10 66°, nD20 1.4472. Reactants: COc1cc(CC(=O)O)c(Br)cc1O, CO, O=S(=O)(O)O. The product is COC(=O)Cc1cc(OC)c(O)cc1Br. RXN SMILES: [Br:1][c:2]1[c:3]([CH2:11][C:12](=[O:13])[OH:14])[cH:4][c:5]([O:9][CH3:10])[c:6]([OH:8])[cH:7]1.[CH3:20][OH:21].[S:15](=[O:16])(=[O:17])([OH:18])[OH:19]>>[Br:1][c:2]1[c:3]([CH2:11][C:12](=[O:13])[O:14][CH3:20])[cH:4][c:5]([O:9][CH3:10])[c:6]([OH:8])[cH:7]1.